This data is from the Open Reaction Database (ORD), a public repository of structured organic reaction records. The task is: describe an organic reaction: reactants, conditions, products, and yield The reactants are C(C)(C)(C)N=C=S (tert-butylisothiocyanate), NC1CCN(CC1)CC1=CC=CC=C1 (4-amino-1-benzylpiperidine), O (water). The solvent is ClCCl (dichloromethane). Reaction conditions: time 5 hour. Product: C(C1=CC=CC=C1)N1CCC(CC1)NC(=S)NC(C)(C)C (N-(1-Benzylpiperid-4-yl)-N'-tert-butylthiourea). Reaction SMILES: [NH2:1][CH:2]1[CH2:7][CH2:6][N:5]([CH2:8][C:9]2[CH:14]=[CH:13][CH:12]=[CH:11][CH:10]=2)[CH2:4][CH2:3]1.[C:15]([N:19]=[C:20]=[S:21])([CH3:18])([CH3:17])[CH3:16].O>ClCCl>[CH2:8]([N:5]1[CH2:6][CH2:7][CH:2]([NH:1][C:20]([NH:19][C:15]([CH3:18])([CH3:17])[CH3:16])=[S:21])[CH2:3][CH2:4]1)[C:9]1[CH:14]=[CH:13][CH:12]=[CH:11][CH:10]=1. Procedure details: 24.93 g of 4-amino-1-benzylpiperidine are dissolved in 300 ml of dichloromethane and then 16.7 ml of tert-butylisothiocyanate are added dropwise and at room temperature. The reaction mixture is stirred at room temperature for 5 hours and then water is added and the mixture is allowed to settle. The organic phase is separated, dried over sodium sulphate and evaporated. The residue obtained is crystallized from petroleum ether in order to give white crystals which melt at 137° C.; yield: 88%.